From a dataset of the Open Reaction Database (ORD), a public repository of structured organic reaction records. describe an organic reaction: reactants, conditions, products, and yield Starting materials: FC1=CC=C(OC2=CC=C(C=C2)B2OC(C(O2)(C)C)(C)C)C=C1 (2-(4-(4-fluorophenoxyl)phenyl)-4,4,5,5-tetramethyl-1,3,2-dioxaborolane), C(=O)([O-])[O-].[Na+].[Na+] (Na2CO3), BrC1=CC=CC(=N1)C(=O)[C@@H]1OC(OC1)(C)C ((R)-(6-bromopyridin-2-yl)(2,2-dimethyl-1,3-dioxolan-4-yl)methanone). The reagents and catalysts are C1=CC=C(C=C1)P([C-]2C=CC=C2)C3=CC=CC=C3.C1=CC=C(C=C1)P([C-]2C=CC=C2)C3=CC=CC=C3.Cl[Pd]Cl.[Fe+2] (PdCl2(dppf)). The solvent is O1CCOCC1 (dioxane). Reaction conditions: temperature 100 celsius. Yields the product CC1(OC[C@@H](O1)C(=O)C1=NC(=CC=C1)C1=CC=C(C=C1)OC1=CC=C(C=C1)F)C ((R)-(2,2-dimethyl-1,3-dioxolan-4-yl)(6-(4-(4-fluorophenoxy)phenyl)pyridin-2-yl)methanone). The yield is 79.0%. Reaction SMILES: Br[C:2]1[N:7]=[C:6]([C:8]([C@H:10]2[CH2:14][O:13][C:12]([CH3:16])([CH3:15])[O:11]2)=[O:9])[CH:5]=[CH:4][CH:3]=1.[F:17][C:18]1[CH:39]=[CH:38][C:21]([O:22][C:23]2[CH:28]=[CH:27][C:26](B3OC(C)(C)C(C)(C)O3)=[CH:25][CH:24]=2)=[CH:20][CH:19]=1.C([O-])([O-])=O.[Na+].[Na+]>O1CCOCC1.C1C=CC(P(C2C=CC=CC=2)[C-]2C=CC=C2)=CC=1.C1C=CC(P(C2C=CC=CC=2)[C-]2C=CC=C2)=CC=1.Cl[Pd]Cl.[Fe+2]>[CH3:15][C:12]1([CH3:16])[O:11][C@@H:10]([C:8]([C:6]2[CH:5]=[CH:4][CH:3]=[C:2]([C:26]3[CH:25]=[CH:24][C:23]([O:22][C:21]4[CH:20]=[CH:19][C:18]([F:17])=[CH:39][CH:38]=4)=[CH:28][CH:27]=3)[N:7]=2)=[O:9])[CH2:14][O:13]1 |f:2.3.4,6.7.8.9|. Procedure: To a mixture of (R)-(6-bromopyridin-2-yl)(2,2-dimethyl-1,3-dioxolan-4-yl)methanone (0.574, g, 2.01, mmol) in dioxane (10, mL) was added 2-(4-(4-fluorophenoxyl)phenyl)-4,4,5,5-tetramethyl-1,3,2-dioxaborolane (0.691, g, 2.20 mmol), 2M aqueous Na2CO3, (2.0, mL, 4.0, mmol), and PdCl2(dppf) (0.086, g, 0.11 mmol). The reaction vessel was flushed with argon, sealed, and heated at 100° C. for 3, hours. After cooling, the reaction mixture was evaporated in vacuo and the residue chromatographed over silic... Reactants: CC(C)(C)[Si](OCC1CCNCC1)(c1ccccc1)c1ccccc1, CC(=O)OCCCBr, O=C([O-])[O-], CC#N, [K+], [K+]. Yields the product CC(=O)OCCCN1CCC(CO[Si](c2ccccc2)(c2ccccc2)C(C)(C)C)CC1. As a reaction SMILES: [C:1]([CH3:2])([CH3:3])([CH3:4])[Si:5]([O:6][CH2:7][CH:8]1[CH2:9][CH2:10][NH:11][CH2:12][CH2:13]1)([c:14]1[cH:15][cH:16][cH:17][cH:18][cH:19]1)[c:20]1[cH:21][cH:22][cH:23][cH:24][cH:25]1.[C:26]([CH3:27])(=[O:28])[O:29][CH2:30][CH2:31][CH2:32][Br:33].[C:34](=[O:35])([O-:36])[O-:37].[CH3:40][C:41]#[N:42].[K+:38].[K+:39]>>[C:1]([CH3:2])([CH3:3])([CH3:4])[Si:5]([O:6][CH2:7][CH:8]1[CH2:9][CH2:10][N:11]([CH2:32][CH2:31][CH2:30][O:29][C:26]([CH3:27])=[O:28])[CH2:12][CH2:13]1)([c:14]1[cH:15][cH:16][cH:17][cH:18][cH:19]1)[c:20]1[cH:21][cH:22][cH:23][cH:24][cH:25]1. Product: OCCCCNC(=O)N1CC2=CC(=C(C=C2CC1)OC)OC (6,7-Dimethoxy-3,4-dihydro-1H-isoquinoline-2-carboxylic acid (4-hydroxy-butyl)-amide). Reported procedure: 6,7-Dimethoxy-3,4-dihydro-1H-isoquinoline-2-carboxylic acid (4-hydroxy-butyl)-amide (25B) is prepared from 25A as described for 1D. Yield: 67.0%. RXN SMILES: [CH3:1][O:2][C:3]1[CH:4]=[C:5]2[C:10](=[CH:11][C:12]=1[O:13][CH3:14])[CH2:9][N:8]([C:15](Cl)=[O:16])[CH2:7][CH2:6]2.[OH:18][CH2:19][CH2:20][CH2:21][CH2:22][NH:23]C(=O)C1C=CC=CC=1>>[OH:18][CH2:19][CH2:20][CH2:21][CH2:22][NH:23][C:15]([N:8]1[CH2:7][CH2:6][C:5]2[C:10](=[CH:11][C:12]([O:13][CH3:14])=[C:3]([O:2][CH3:1])[CH:4]=2)[CH2:9]1)=[O:16]. The reactants are COC=1C=C2CCN(CC2=CC1OC)C(=O)Cl (6,7-Dimethoxy-3,4-dihydro-1H-isoquinoline-2-carbonyl chloride), OCCCCNC(C1=CC=CC=C1)=O (N-(4-hydroxy-butyl)-benzamide). The reactants are C(CC(O)(C(=O)O)CC(=O)O)(=O)O (citric acid), CC(C)([O-])C.[K+] (potassium tert-butoxide), solution, ClCC1=CC=C(C=C1)C=1C(=NC=CN1)NS(=O)(=O)C1=C(C=CC=C1)C(F)(F)F (N-{3-[4-(chloromethyl)phenyl]pyrazin-2-yl}-2-(trifluoromethyl)benzene sulfonamide), ClCC1=CC=C(C=C1)C=1C(=NC=CN1)NS(=O)(=O)C1=C(C=CC=C1)C(F)(F)F (N-{3-[4-(chloromethyl)phenyl]pyrazin-2-yl}-2-(trifluoromethyl)benzene sulfonamide), N1C=CC2=CC=CC=C12 (1H-Indole). The solvent is C1CCOC1 (THF), O1CCCC1 (tetrahydrofuran). Product: N1(C=CC2=CC=CC=C12)CC1=CC=C(C=C1)C=1C(=NC=CN1)NS(=O)(=O)C1=C(C=CC=C1)C(F)(F)F (N-{3-[4-(1H-indol-1-ylmethyl)phenyl]pyrazin-2-yl}-2-(trifluoromethyl)benzenesulfonamide). The yield is 68.0%. Reaction SMILES: Cl[CH2:2][C:3]1[CH:8]=[CH:7][C:6]([C:9]2[C:10]([NH:15][S:16]([C:19]3[CH:24]=[CH:23][CH:22]=[CH:21][C:20]=3[C:25]([F:28])([F:27])[F:26])(=[O:18])=[O:17])=[N:11][CH:12]=[CH:13][N:14]=2)=[CH:5][CH:4]=1.[NH:29]1[C:37]2[C:32](=[CH:33][CH:34]=[CH:35][CH:36]=2)[CH:31]=[CH:30]1.CC(C)([O-])C.[K+].C(O)(=O)CC(CC(O)=O)(C(O)=O)O>O1CCCC1>[N:29]1([CH2:2][C:3]2[CH:8]=[CH:7][C:6]([C:9]3[C:10]([NH:15][S:16]([C:19]4[CH:24]=[CH:23][CH:22]=[CH:21][C:20]=4[C:25]([F:28])([F:27])[F:26])(=[O:18])=[O:17])=[N:11][CH:12]=[CH:13][N:14]=3)=[CH:5][CH:4]=2)[C:37]2[C:32](=[CH:33][CH:34]=[CH:35][CH:36]=2)[CH:31]=[CH:30]1 |f:2.3|. Reported procedure: N-{3-[4-(chloromethyl)phenyl]pyrazin-2-yl}-2-(trifluoromethyl)benzene sulfonamide (intermediate 26) (854 mg, 2 mmol, 1 eq) and 1H-Indole (234 mg, 2.0 mmol, 1 eq) were shaken in tetrahydrofuran (20 mL) and heated up to 50 degrees for 10 minutes. To the reaction mixture was added potassium tert-butoxide (4.5 mL of a 1M solution in THF). The reaction mixture was maintained to 50 degrees for 5 h, and then cooled down to room temperature. The reaction mixture was treated with 10 ml of an aqueous citr... Reactants: O=CO, CC(C)(C)c1cccc(-c2cc(C(C)(C)C)ccc2N)c1, O. The product is CC(C)(C)c1cccc(-c2cc(C(C)(C)C)ccc2NC=O)c1. Reaction SMILES: [CH:22](=[O:23])[OH:24].[NH2:1][c:2]1[c:3](-[c:12]2[cH:13][c:14]([C:18]([CH3:19])([CH3:20])[CH3:21])[cH:15][cH:16][cH:17]2)[cH:4][c:5]([C:8]([CH3:9])([CH3:10])[CH3:11])[cH:6][cH:7]1.[OH2:25]>>[NH:1]([c:2]1[c:3](-[c:12]2[cH:13][c:14]([C:18]([CH3:19])([CH3:20])[CH3:21])[cH:15][cH:16][cH:17]2)[cH:4][c:5]([C:8]([CH3:9])([CH3:10])[CH3:11])[cH:6][cH:7]1)[CH:22]=[O:23]. RXN SMILES: [Br-:1].[CH3:2][O:3][C:4](=[O:5])[c:6]1[c:7]([CH2:8][P+:9]([c:10]2[cH:11][cH:12][cH:13][cH:14][cH:15]2)([c:16]2[cH:17][cH:18][cH:19][cH:20][cH:21]2)[c:22]2[cH:23][cH:24][cH:25][cH:26][cH:27]2)[cH:28][cH:29][cH:30][cH:31]1.[CH3:32][O:33][c:34]1[cH:35][cH:36][c:37]([CH:38]=[O:39])[cH:40][cH:41]1.[CH3:42][C:43]#[N:44]>>[CH3:2][O:3][C:4](=[O:5])[c:6]1[c:7]([CH:8]=[CH:38][c:37]2[cH:36][cH:35][c:34]([O:33][CH3:32])[cH:41][cH:40]2)[cH:28][cH:29][cH:30][cH:31]1. The product is COC(=O)c1ccccc1C=Cc1ccc(OC)cc1. Reactants: [Br-], COC(=O)c1ccccc1C[P+](c1ccccc1)(c1ccccc1)c1ccccc1, COc1ccc(C=O)cc1, CC#N. The reactants are O1C(NCC1)=O (Oxazolidin-2-one), BrCC(=O)NC1=NC=C(C=C1)Cl (2-Bromo-N-(5-chloro-pyridin-2-yl)-acetamide), BrCC1=NOC(=C1)C=1SC(=CC1)Cl (3-Bromomethyl-5-(5-chloro-thiophen-2-yl)-isoxazole). Product: O=C1OCCN1C1=CC=C(C=C1)NC(=O)C1=NC2=C(N1CC(NC1=NC=C(C=C1)Cl)=O)C=CC=C2 (1-[(5-Chloro-pyridin-2-ylcarbamoyl)-methyl]-1H-benzoimidazole-2-carboxylic acid [4-(2-oxo-oxazolidin-3-yl)-phenyl]-amide). RXN SMILES: [O:1]1[CH2:5][CH2:4][NH:3][C:2]1=[O:6].Br[CH2:8][C:9]([NH:11][C:12]1[CH:17]=[CH:16][C:15]([Cl:18])=[CH:14][N:13]=1)=[O:10].BrC[C:21]1[CH:25]=[C:24]([C:26]2SC(Cl)=[CH:29][CH:30]=2)O[N:22]=1>>[O:6]=[C:2]1[N:3]([C:26]2[CH:30]=[CH:29][C:21]([NH:22][C:5]([C:4]3[N:22]([CH2:8][C:9](=[O:10])[NH:11][C:12]4[CH:17]=[CH:16][C:15]([Cl:18])=[CH:14][N:13]=4)[C:21]4[CH:25]=[CH:24][CH:26]=[CH:30][C:29]=4[N:3]=3)=[O:1])=[CH:25][CH:24]=2)[CH2:4][CH2:5][O:1]1. Procedure: The title compound was prepared analogously to example 41 with the difference that Oxazolidin-2-one and 2-Bromo-N-(5-chloro-pyridin-2-yl)-acetamide was used instead of 1H-Pyrimidine-2,4-dione (step (i)) and 3-Bromomethyl-5-(5-chloro-thiophen-2-yl)-isoxazole (step (iv)).